Dataset: the Open Reaction Database (ORD), a public repository of structured organic reaction records. Task: describe an organic reaction: reactants, conditions, products, and yield The reactants are BrC1=NC=CC=C1 (2-bromopyridine), C([O-])(O)=O.[Na+] (sodium bicarbonate), CC1=C(C=CC=C1)B(O)O (2-methylphenyl boronic acid). Reagents/catalysts: [Pd].C1(=CC=CC=C1)P(C1=CC=CC=C1)C1=CC=CC=C1.C1(=CC=CC=C1)P(C1=CC=CC=C1)C1=CC=CC=C1.C1(=CC=CC=C1)P(C1=CC=CC=C1)C1=CC=CC=C1.C1(=CC=CC=C1)P(C1=CC=CC=C1)C1=CC=CC=C1 (tetrakis(triphenylphosphane) palladium). Run in COCCOC (ethylene glycol dimethyl ether). Conditions: time 10 minute. The product is CC1=C(C=CC=C1)C1=NC=CC=C1 (2-Methyl-1-(2-pyridyl)benzene). Isolated yield 81.3%. Reaction SMILES: Br[C:2]1[CH:7]=[CH:6][CH:5]=[CH:4][N:3]=1.[CH3:8][C:9]1[CH:14]=[CH:13][CH:12]=[CH:11][C:10]=1B(O)O.C(=O)(O)[O-].[Na+]>COCCOC.[Pd].C1(P(C2C=CC=CC=2)C2C=CC=CC=2)C=CC=CC=1.C1(P(C2C=CC=CC=2)C2C=CC=CC=2)C=CC=CC=1.C1(P(C2C=CC=CC=2)C2C=CC=CC=2)C=CC=CC=1.C1(P(C2C=CC=CC=2)C2C=CC=CC=2)C=CC=CC=1>[CH3:8][C:9]1[CH:14]=[CH:13][CH:12]=[CH:11][C:10]=1[C:2]1[CH:7]=[CH:6][CH:5]=[CH:4][N:3]=1 |f:2.3,5.6.7.8.9|. Procedure details: To a degassed solution of 2-bromopyridine (1.9 mL, 20 mmol) in ethylene glycol dimethyl ether (60 mL) under argon, tetrakis(triphenylphosphane) palladium (o) (700 mg, 0.6 mmol) was added. After stirring for 10 min, 2-methylphenyl boronic acid (2.9 g, 22 mmol) was added, followed by sodium bicarbonate solution (5.04 g, 60 mmol in 60 mL water). The mixture was heated to reflux (~85° C.) and stirred overnight. After cooling to room temperature, the solvent was evaporated, the residue was partitione... Reactants: CC(C)(C)OC(=O)c1ccc2[nH]ccc2c1, CCCCCCCCc1ccc(OCC2CO2)cc1, [Cl-], [H-], [Na+], [Na+], CN(C)C=O. Product: CCCCCCCCc1ccc(OCC(O)Cn2ccc3cc(C(=O)OC(C)(C)C)ccc32)cc1. RXN SMILES: [C:3]([CH3:4])([CH3:5])([CH3:6])[O:7][C:8](=[O:9])[c:10]1[cH:11][c:12]2[cH:13][cH:14][nH:15][c:16]2[cH:17][cH:18]1.[CH2:19]([CH2:20][CH2:21][CH2:22][CH2:23][CH2:24][CH2:25][CH3:26])[c:27]1[cH:28][cH:29][c:30]([O:31][CH2:32][CH:33]2[O:34][CH2:35]2)[cH:36][cH:37]1.[Cl-:38].[H-:1].[Na+:2].[Na+:39].[O:40]=[CH:41][N:42]([CH3:43])[CH3:44]>>[C:3]([CH3:4])([CH3:5])([CH3:6])[O:7][C:8](=[O:9])[c:10]1[cH:11][c:12]2[cH:13][cH:14][n:15]([CH2:35][CH:33]([CH2:32][O:31][c:30]3[cH:29][cH:28][c:27]([CH2:19][CH2:20][CH2:21][CH2:22][CH2:23][CH2:24][CH2:25][CH3:26])[cH:37][cH:36]3)[OH:34])[c:16]2[cH:17][cH:18]1. Starting materials: NCC1CCCCC1, NCc1ccccc1Cl, O=C(O)c1ccccc1CN1C(=O)C2(COc3cc4c(cc32)CCO4)c2ccccc21, O=C(O)c1cccc(CN2C(=O)C3(COc4cc5c(cc43)CCO5)c3ccccc32)c1. Product: O=C(NCc1ccccc1Cl)c1ccccc1CN1C(=O)C2(COc3cc4c(cc32)CCO4)c2ccccc21. As a reaction SMILES: [CH:10]1([CH2:11][NH2:12])[CH2:13][CH2:14][CH2:15][CH2:16][CH2:17]1.[Cl:1][c:2]1[c:3]([CH2:4][NH2:5])[cH:6][cH:7][cH:8][cH:9]1.[O:18]=[C:19]1[N:20]([CH2:39][c:40]2[c:41]([C:42](=[O:43])[OH:44])[cH:45][cH:46][cH:47][cH:48]2)[c:21]2[cH:22][cH:23][cH:24][cH:25][c:26]2[C:27]12[c:28]1[c:29]([cH:32][c:33]3[c:37]([cH:38]1)[CH2:36][CH2:35][O:34]3)[O:30][CH2:31]2.[O:49]=[C:50]1[C:51]2([CH2:52][O:53][c:54]3[cH:55][c:56]4[c:57]([cH:58][c:59]32)[CH2:60][CH2:61][O:62]4)[c:63]2[c:64]([cH:65][cH:66][cH:67][cH:68]2)[N:69]1[CH2:70][c:71]1[cH:72][c:73]([C:77]([OH:78])=[O:79])[cH:74][cH:75][cH:76]1>>[Cl:1][c:2]1[c:3]([CH2:4][NH:5][C:42]([c:41]2[c:40]([CH2:39][N:20]3[C:19](=[O:18])[C:27]4([c:26]5[c:21]3[cH:22][cH:23][cH:24][cH:25]5)[c:28]3[c:29]([cH:32][c:33]5[c:37]([cH:38]3)[CH2:36][CH2:35][O:34]5)[O:30][CH2:31]4)[cH:48][cH:47][cH:46][cH:45]2)=[O:43])[cH:6][cH:7][cH:8][cH:9]1. The reactants are C1(CC1)C=1C=CC(=NC1CC1=CC=C(C=C1)F)C(=O)O (5-cyclopropyl-6-(4-fluoro-benzyl)-pyridine-2-carboxylic acid), Cl.N[C@H](C(=O)OCC)CC(C)C ((S)-ethyl 2-amino-4-methylpentanoate hydrochloride). The product is C1(CC1)C=1C=CC(=NC1CC1=CC=C(C=C1)F)C(=O)N[C@H](C(=O)OCC)CC(C)C ((S)-Ethyl 2-(5-cyclopropyl-6-(4-fluorobenzyl)picolinamido)-4-methylpentanoate). As a reaction SMILES: [CH:1]1([C:4]2[CH:5]=[CH:6][C:7]([C:18]([OH:20])=O)=[N:8][C:9]=2[CH2:10][C:11]2[CH:16]=[CH:15][C:14]([F:17])=[CH:13][CH:12]=2)[CH2:3][CH2:2]1.Cl.[NH2:22][C@@H:23]([CH2:29][CH:30]([CH3:32])[CH3:31])[C:24]([O:26][CH2:27][CH3:28])=[O:25]>>[CH:1]1([C:4]2[CH:5]=[CH:6][C:7]([C:18]([NH:22][C@@H:23]([CH2:29][CH:30]([CH3:31])[CH3:32])[C:24]([O:26][CH2:27][CH3:28])=[O:25])=[O:20])=[N:8][C:9]=2[CH2:10][C:11]2[CH:12]=[CH:13][C:14]([F:17])=[CH:15][CH:16]=2)[CH2:2][CH2:3]1 |f:1.2|. Reported procedure: The title compound was synthesized in analogy to Example 1, using 5-cyclopropyl-6-(4-fluoro-benzyl)-pyridine-2-carboxylic acid (Example 155 g) and (S)-ethyl 2-amino-4-methylpentanoate hydrochloride (CAN 2743-40-0) as starting materials. MS (EI): m/e=413.2 [M+H]+. Starting materials: S(=O)(=O)(F)F (sulfuryl fluoride), C(CC(=O)C)(=O)N (acetoacetamide), C(=O)([O-])[O-].[K+].[K+] (K2CO3), O (water). The solvent is CC(=O)C (acetone). Reaction conditions: temperature 40 celsius, time 2 hour. Yields the product CC1=CC(NS(O1)(=O)=O)=O (6-methyl-3,4-dihydro-1,2,3-oxathiazin-4-one 2,2-dioxide). Reaction SMILES: O.[C:2]([NH2:8])(=[O:7])[CH2:3][C:4]([CH3:6])=[O:5].C([O-])([O-])=O.[K+].[K+].[S:15](F)(F)(=[O:17])=[O:16]>CC(C)=O>[CH3:6][C:4]1[O:5][S:15](=[O:17])(=[O:16])[NH:8][C:2](=[O:7])[CH:3]=1 |f:2.3.4|. Procedure details: Different quantities of water were added to 150 ml of acetone. 10.1 g (0.1 mol) of acetoacetamide and 69 g (0.5 mol) of finely powdered, dry K2CO3 were added to each of these mixtures. 15.3 g (0.15 mol) of sulfuryl fluoride gas were then passed in--initially at room temperature. The temperature of the reaction mixture increased to about 40° C. during this process. The mixture was stirred for a further 2 hours and the product was filtered off with suction. The filter residue contained Acesulfam K... The reactants are O.NN (Hydrazine hydrate), C(CC)O[C@@H]1CC[C@H](CC1)N1C(C2=CC=CC=C2C1=O)=O (trans-2-(4-propyloxycyclohexyl)-isoindole-1,3-dione). Solvent: CCO (EtOH). Run at temperature 50 celsius, time 3 hour. Yields the product C(CC)O[C@@H]1CC[C@H](CC1)N (trans-4-propoxy-cyclohexylamine). Yield: 71.9%. Reaction SMILES: O.NN.[CH2:4]([O:7][C@H:8]1[CH2:13][CH2:12][C@H:11]([N:14]2C(=O)C3C(=CC=CC=3)C2=O)[CH2:10][CH2:9]1)[CH2:5][CH3:6]>CCO>[CH2:4]([O:7][C@H:8]1[CH2:13][CH2:12][C@H:11]([NH2:14])[CH2:10][CH2:9]1)[CH2:5][CH3:6] |f:0.1|. Procedure: Hydrazine hydrate (1.76 g, 55 mmol) was added to a solution of trans-2-(4-propyloxycyclohexyl)-isoindole-1,3-dione (7.90 g, 27.5 mmol) in absolute EtOH (100 mL). The reaction was stirred at 50° C. for 3 h before the reaction mixture was filtered. The solvent was removed in vacuo and Et2O (250 mL) was added after stirring for 30 min the solid was filtered off and the filtrate was added 150 mL 1 N HCl, the phases were separated and the aqueous phase was washed with Et2O (150 mL) before 10 N NaOH w...